This data is from the Open Reaction Database (ORD), a public repository of structured organic reaction records. The task is: describe an organic reaction: reactants, conditions, products, and yield Reactants: O=C([O-])[O-], CCc1nc2ccccc2[nH]1, Cn1c(CCN2CC(C)(O)C2)nc2c(N3CCOCC3)nc(Cl)nc21, [Cs+], [Cs+], C1COCCO1, O=C(C=Cc1ccccc1)C=Cc1ccccc1, O=C(C=Cc1ccccc1)C=Cc1ccccc1, O=C(C=Cc1ccccc1)C=Cc1ccccc1, [Pd], [Pd]. Product: CCc1nc2ccccc2n1-c1nc(N2CCOCC2)c2nc(CCN3CC(C)(O)C3)n(C)c2n1. As a reaction SMILES: [C:37](=[O:38])([O-:39])[O-:40].[CH2:26]([CH3:27])[c:28]1[nH:29][c:30]2[c:31]([n:32]1)[cH:33][cH:34][cH:35][cH:36]2.[Cl:1][c:2]1[n:3][c:4]([N:20]2[CH2:21][CH2:22][O:23][CH2:24][CH2:25]2)[c:5]2[n:6][c:7]([CH2:12][CH2:13][N:14]3[CH2:15][C:16]([OH:18])([CH3:19])[CH2:17]3)[n:8]([CH3:11])[c:9]2[n:10]1.[Cs+:41].[Cs+:42].[O:43]1[CH2:44][CH2:45][O:46][CH2:47][CH2:48]1.[O:51]=[C:52]([CH:53]=[CH:54][c:55]1[cH:56][cH:57][cH:58][cH:59][cH:60]1)[CH:61]=[CH:62][c:63]1[cH:64][cH:65][cH:66][cH:67][cH:68]1.[O:69]=[C:70]([CH:71]=[CH:72][c:73]1[cH:74][cH:75][cH:76][cH:77][cH:78]1)[CH:79]=[CH:80][c:81]1[cH:82][cH:83][cH:84][cH:85][cH:86]1.[O:87]=[C:88]([CH:89]=[CH:90][c:91]1[cH:92][cH:93][cH:94][cH:95][cH:96]1)[CH:97]=[CH:98][c:99]1[cH:100][cH:101][cH:102][cH:103][cH:104]1.[Pd:49].[Pd:50]>>[c:2]1(-[n:29]2[c:28]([CH2:26][CH3:27])[n:32][c:31]3[c:30]2[cH:36][cH:35][cH:34][cH:33]3)[n:3][c:4]([N:20]2[CH2:21][CH2:22][O:23][CH2:24][CH2:25]2)[c:5]2[n:6][c:7]([CH2:12][CH2:13][N:14]3[CH2:15][C:16]([OH:18])([CH3:19])[CH2:17]3)[n:8]([CH3:11])[c:9]2[n:10]1. Starting materials: CCOC(=O)/N=N/C(=O)OCC (Diethylazodicarboxylate), OC=1C=C2CCC(NC2=CC1)=O (6-hydroxy-3,4-dihydro-2(1H)-quinolinone), C1(=CC=CC=C1)P(C1=CC=CC=C1)C1=CC=CC=C1 (triphenylphosphine), C(=O)(OC(C)(C)C)N1CC(C1)CO (1-boc-azetidine-3-yl-methanol). Solvent: O1CCCC1 (tetrahydrofuran), [Cl-].[Na+].O (brine). Run at temperature 20 celsius, time 16 hour. Yields the product O=C1NC2=CC=C(C=C2CC1)OCC1CN(C1)C(=O)OC(C)(C)C (tert-butyl 3-(((2-oxo-1,2,3,4-tetrahydroquinolin-6-yl)oxy)methyl)azetidine-1-carboxylate). As a reaction SMILES: CCOC(/N=N/C(OCC)=O)=O.[OH:13][C:14]1[CH:15]=[C:16]2[C:21](=[CH:22][CH:23]=1)[NH:20][C:19](=[O:24])[CH2:18][CH2:17]2.C1(P(C2C=CC=CC=2)C2C=CC=CC=2)C=CC=CC=1.[C:44]([N:51]1[CH2:54][CH:53]([CH2:55]O)[CH2:52]1)([O:46][C:47]([CH3:50])([CH3:49])[CH3:48])=[O:45]>O1CCCC1.[Cl-].[Na+].O>[O:24]=[C:19]1[CH2:18][CH2:17][C:16]2[C:21](=[CH:22][CH:23]=[C:14]([O:13][CH2:55][CH:53]3[CH2:54][N:51]([C:44]([O:46][C:47]([CH3:48])([CH3:50])[CH3:49])=[O:45])[CH2:52]3)[CH:15]=2)[NH:20]1 |f:5.6.7|. Procedure: Diethylazodicarboxylate (40% solution in toluene, 3.4 mL, 7.4 mmol) was added to a mixture of 6-hydroxy-3,4-dihydro-2(1H)-quinolinone 2 (1.0 g, 6.1 mmol), triphenylphosphine (1.607 g, 6.1 mmol), and 1-boc-azetidine-3-yl-methanol 18 (1.148 g, 6.1 mmol) in anhydrous tetrahydrofuran (25 mL) at 0° C. After the addition, the mixture was stirred at 20° C. for 16 h. The reaction mixture was diluted with brine (20 mL) and stirred for 30 min. The mixture was extracted with ethyl acetate (2×50 mL), and wa... The reactants are O=CC1=CC(O)=C(OC)C=C1 (Isovanillin), BrBr (Bromine), O (Water). The solvent is C(Cl)(Cl)Cl (chloroform), C(Cl)(Cl)Cl (chloroform). The product is BrC1=C(C=O)C=CC(=C1O)OC (2-bromo-3-hydroxy-4-methoxy-benzaldehyde). As a reaction SMILES: [O:1]=[CH:2][C:3]1[CH:11]=[CH:10][C:7]([O:8][CH3:9])=[C:5]([OH:6])[CH:4]=1.[Br:12]Br.O>C(Cl)(Cl)Cl>[Br:12][C:4]1[C:5]([OH:6])=[C:7]([O:8][CH3:9])[CH:10]=[CH:11][C:3]=1[CH:2]=[O:1]. Procedure details: Isovanillin (76.1 g, 0.5 m) was suspended in 750 ml of chloroform. Bromine (27.3 ml, 0.5 m) in 200 ml of chloroform was added at 0° slowly. Water was added to give the desired 2-bromo-3-hydroxy-4-methoxy-benzaldehyde, m.p. 197°-203°. Reaction SMILES: C1(P(C2C=CC=CC=2)C2C=CC=CC=2)C=CC=CC=1.N(C(OCC)=O)=NC(OCC)=[O:23].C[O:33][C:34](=[O:57])[C:35]1[CH:40]=[CH:39][C:38]([NH:41][C:42]([NH:44][CH2:45][C:46]2[CH:51]=[CH:50][CH:49]=[C:48](OC(=O)C)C=2)=O)=[CH:37][C:36]=1[Cl:56].C[Si]([N:62]=[N+:63]=[N-:64])(C)C>C1COCC1.CO.[OH-].[Li+]>[Cl:56][C:36]1[CH:37]=[C:38]([N:41]2[C:42]([NH:44][C:45]3[CH:46]=[CH:51][CH:50]=[C:49]([OH:23])[CH:48]=3)=[N:64][N:63]=[N:62]2)[CH:39]=[CH:40][C:35]=1[C:34]([OH:33])=[O:57] |f:6.7|. Isolated yield 52.6%. Procedure details: In a dry argon atmosphere, a solution of triphenylphosphine (1.684 g; 6.42 mmol), diethyl azodicarboxylate (1.13 g; 6.42 mmol) and 4-[3-(3-acetoxybenzyl)ureido]-2-chlorobenzoic acid methyl ester (1.21 g; 3.21 mmol) in dry THF (30 mL) was treated with trimethylsilyl azide (0.86 mL; 6.48 mmol) and was stirred at room temperature for 24 hr. Examination of the reaction mixture by TLC suggested the presence of considerable starting material, so additional amounts of triphenylphosphine (0.842 g; 3.21 ... Yields the product ClC1=C(C(=O)O)C=CC(=C1)N1N=NN=C1NC1=CC(=CC=C1)O (2-chloro-4-[5-[(3-hydroxyphenyl)amino]tetrazol-1-yl]benzoic acid). Solvent: CO (methanol), [OH-].[Li+] (lithium hydroxide), C1CCOC1 (THF). Reactants: C1(=CC=CC=C1)P(C1=CC=CC=C1)C1=CC=CC=C1 (triphenylphosphine), N(=NC(=O)OCC)C(=O)OCC (diethyl azodicarboxylate), COC(C1=C(C=C(C=C1)NC(=O)NCC1=CC(=CC=C1)OC(C)=O)Cl)=O (4-[3-(3-acetoxybenzyl)ureido]-2-chlorobenzoic acid methyl ester), C[Si](C)(C)N=[N+]=[N-] (trimethylsilyl azide), C1(=CC=CC=C1)P(C1=CC=CC=C1)C1=CC=CC=C1 (triphenylphosphine), C[Si](C)(C)N=[N+]=[N-] (trimethylsilyl azide), ester, N(=NC(=O)OCC)C(=O)OCC (diethyl azodicarboxylate). Reaction conditions: time 24 hour.